Dataset: the Open Reaction Database (ORD), a public repository of structured organic reaction records. Task: describe an organic reaction: reactants, conditions, products, and yield Reactants: C(CCCCCCCCCC)C1=NOC(=N1)C1=CC=C(C=O)C=C1 (4-(3-undecyl-1,2,4-oxadiazol-5-yl)benzaldehyde), FC(C=1C=C(CN)C=CC1)(F)F (3-(trifluoromethyl)benzylamine). Yields the product FC(C=1C=C(CNCC2=CC=C(C=C2)C2=NC(=NO2)CCCCCCCCCCC)C=CC1)(F)F (N-[3-(trifluoromethyl)benzyl]-N-[4-(3-undecyl-1,2,4-oxadiazol-5-yl)benzyl]amine). As a reaction SMILES: [CH2:1]([C:12]1[N:16]=[C:15]([C:17]2[CH:24]=[CH:23][C:20]([CH:21]=O)=[CH:19][CH:18]=2)[O:14][N:13]=1)[CH2:2][CH2:3][CH2:4][CH2:5][CH2:6][CH2:7][CH2:8][CH2:9][CH2:10][CH3:11].[F:25][C:26]([F:36])([F:35])[C:27]1[CH:28]=[C:29]([CH:32]=[CH:33][CH:34]=1)[CH2:30][NH2:31]>>[F:25][C:26]([F:35])([F:36])[C:27]1[CH:28]=[C:29]([CH:32]=[CH:33][CH:34]=1)[CH2:30][NH:31][CH2:21][C:20]1[CH:23]=[CH:24][C:17]([C:15]2[O:14][N:13]=[C:12]([CH2:1][CH2:2][CH2:3][CH2:4][CH2:5][CH2:6][CH2:7][CH2:8][CH2:9][CH2:10][CH3:11])[N:16]=2)=[CH:18][CH:19]=1. Procedure details: The same procedure as employed in the preparation of Example 357 (step a) but using 4-(3-undecyl-1,2,4-oxadiazol-5-yl)benzaldehyde and 3-(trifluoromethyl)benzylamine gave the title compound as an oil. M+(LC/MS(ESI)): 488.4. HPLC (Condition A), Rt: 4.84 min (HPLC purity: 64.4%). Starting materials: Br, CC(C)(C)c1ccc([N+](=O)[O-])c(N)c1, CO, [NH4+], N#C[S-]. The product is CC(C)(C)c1cc(N)c([N+](=O)[O-])cc1SC#N. Reaction SMILES: [Br:19].[C:1]([CH3:2])([CH3:3])([CH3:4])[c:5]1[cH:6][cH:7][c:8]([N+:12](=[O:13])[O-:14])[c:9]([NH2:11])[cH:10]1.[CH3:20][OH:21].[NH4+:18].[S-:15][C:16]#[N:17]>>[C:1]([CH3:2])([CH3:3])([CH3:4])[c:5]1[c:6]([S:15][C:16]#[N:17])[cH:7][c:8]([N+:12](=[O:13])[O-:14])[c:9]([NH2:11])[cH:10]1. Starting materials: ClCc1coc(C=Cc2ccc(Cl)cc2)n1, [H-], [Na+], CN(C)C=O, O, OCCc1nccn1CCCCc1ccc(O)cc1. Product: OCCc1nccn1CCCCc1ccc(OCc2coc(C=Cc3ccc(Cl)cc3)n2)cc1. As a reaction SMILES: [Cl:22][CH2:23][c:24]1[n:25][c:26]([CH:29]=[CH:30][c:31]2[cH:32][cH:33][c:34]([Cl:37])[cH:35][cH:36]2)[o:27][cH:28]1.[H-:20].[Na+:21].[O:39]=[CH:40][N:41]([CH3:42])[CH3:43].[OH2:38].[OH:1][CH2:2][CH2:3][c:4]1[n:5]([CH2:9][CH2:10][CH2:11][CH2:12][c:13]2[cH:14][cH:15][c:16]([OH:19])[cH:17][cH:18]2)[cH:6][cH:7][n:8]1>>[OH:1][CH2:2][CH2:3][c:4]1[n:5]([CH2:9][CH2:10][CH2:11][CH2:12][c:13]2[cH:14][cH:15][c:16]([O:19][CH2:23][c:24]3[n:25][c:26]([CH:29]=[CH:30][c:31]4[cH:32][cH:33][c:34]([Cl:37])[cH:35][cH:36]4)[o:27][cH:28]3)[cH:17][cH:18]2)[cH:6][cH:7][n:8]1. Reactants: CN(C)C=O, CCOC(C)=O, COC(=O)C1=CNCCN1S(=O)(=O)c1ccc2cc(Cl)ccc2c1, [H-], [Na+], O, O=C(Oc1ccc([N+](=O)[O-])cc1)c1ccc(-c2ccncc2)cc1. The product is COC(=O)C1=CN(C(=O)c2ccc(-c3ccncc3)cc2)CCN1S(=O)(=O)c1ccc2cc(Cl)ccc2c1. RXN SMILES: [CH3:52][N:53]([CH3:54])[CH:55]=[O:56].[CH3:57][CH2:58][O:59][C:60](=[O:61])[CH3:62].[Cl:1][c:2]1[cH:3][c:4]2[cH:5][cH:6][c:7]([S:12](=[O:13])(=[O:14])[N:15]3[CH2:16][CH2:17][NH:18][CH:19]=[C:20]3[C:21](=[O:22])[O:23][CH3:24])[cH:8][c:9]2[cH:10][cH:11]1.[H-:49].[Na+:50].[OH2:51].[n:25]1[cH:26][cH:27][c:28](-[c:31]2[cH:32][cH:33][c:34]([C:35](=[O:36])[O:37][c:38]3[cH:39][cH:40][c:41]([N+:42]([O-:43])=[O:44])[cH:45][cH:46]3)[cH:47][cH:48]2)[cH:29][cH:30]1>>[Cl:1][c:2]1[cH:3][c:4]2[cH:5][cH:6][c:7]([S:12](=[O:13])(=[O:14])[N:15]3[CH2:16][CH2:17][N:18]([C:35]([c:34]4[cH:33][cH:32][c:31](-[c:28]5[cH:27][cH:26][n:25][cH:30][cH:29]5)[cH:48][cH:47]4)=[O:36])[CH:19]=[C:20]3[C:21](=[O:22])[O:23][CH3:24])[cH:8][c:9]2[cH:10][cH:11]1. Starting materials: Cl.Cl.COCC(C)NC(CN1CCNCC1)=O (N-(2-methoxy-1-methyl-ethyl)-2-piperazin-1-yl-acetamide dihydrochloride), C(C)(C)(C)OC(=O)N1CCNCC1 (1-tert-butyloxycarbonyl-piperazine), ClCC(=O)Cl (chloroacetylchloride), C(#N)CCNC (N-(2-cyanoethyl)-N-methylamine). Yields the product Cl.Cl.C(#N)CCN(C(CN1CCNCC1)=O)C (N-(2-Cyano-ethyl)-N-methyl-2-piperazin-1-yl-acetamide dihydrochloride). RXN SMILES: C(O[C:6]([N:8]1[CH2:13][CH2:12][NH:11][CH2:10][CH2:9]1)=O)(C)(C)C.[Cl:14]C[C:16](Cl)=[O:17].[C:19]([CH2:21][CH2:22][NH:23][CH3:24])#[N:20].[ClH:25].Cl.COCC(NC(=O)CN1CCNCC1)C>>[ClH:14].[ClH:25].[C:19]([CH2:21][CH2:22][N:23]([CH3:24])[C:16](=[O:17])[CH2:6][N:8]1[CH2:9][CH2:10][NH:11][CH2:12][CH2:13]1)#[N:20] |f:3.4.5,6.7.8|. Reported procedure: N-(2-Cyano-ethyl)-N-methyl-2-piperazin-1-yl-acetamide dihydrochloride was prepared from 1-tert-butyloxycarbonyl-piperazine, chloroacetylchloride and N-(2-cyanoethyl)-N-methylamine in an analogous manner as described for the preparation of N-(2-methoxy-1-methyl-ethyl)-2-piperazin-1-yl-acetamide dihydrochloride (example 40). Starting materials: ClCC(CN1CCOCC1)O (1-chloro-3-morpholino-2-propanol), C1S(NC(C2=C1C=CC=C2)=O)(=O)=O (1H-2,3-benzothiazin-4(3H)-one 2,2-dioxide), [Na] (sodium), C(C)O (ethanol). Reaction conditions: temperature 50 celsius, time 30 minute. The product is OC(CN1S(CC2=C(C1=O)C=CC=C2)(=O)=O)CN2CCOCC2 (3-(2-hydroxy-3-morpholinopropyl)-1H-2,3-benzothiazin-4(3H)-one 2,2-dioxide), C(C)OC(CN1S(CC2=C(C1=O)C=CC=C2)(=O)=O)CN2CCOCC2 (3-(2 -ethoxy3-morpholinopropyl)-1H-2,3-benzothiazin-4(3H)-one 2,2-dioxide). Isolated yield 20.0%. Reaction SMILES: [Na].[CH2:2]1[C:7]2[CH:8]=[CH:9][CH:10]=[CH:11][C:6]=2[C:5](=[O:12])[NH:4][S:3]1(=[O:14])=[O:13].Cl[CH2:16][CH:17]([OH:25])[CH2:18][N:19]1[CH2:24][CH2:23][O:22][CH2:21][CH2:20]1.[CH2:26]([OH:28])[CH3:27]>>[OH:25][CH:17]([CH2:18][N:19]1[CH2:24][CH2:23][O:22][CH2:21][CH2:20]1)[CH2:16][N:4]1[C:5](=[O:12])[C:6]2[CH:11]=[CH:10][CH:9]=[CH:8][C:7]=2[CH2:2][S:3]1(=[O:13])=[O:14].[CH2:26]([O:28][CH:17]([CH2:18][N:19]1[CH2:24][CH2:23][O:22][CH2:21][CH2:20]1)[CH2:16][N:4]1[C:5](=[O:12])[C:6]2[CH:11]=[CH:10][CH:9]=[CH:8][C:7]=2[CH2:2][S:3]1(=[O:13])=[O:14])[CH3:27] |^1:0|. Reported procedure: In dry ethanol (10 mL) was dissolved metallic sodium (23 mg, 1 mmol.), and to the solution was added 1H-2,3-benzothiazin-4(3H)-one 2,2-dioxide (197 mg, 1 mmol.). The mixture was stirred at 50° C. for 30 min. To the reaction solution was added 1-chloro-3-morpholino-2-propanol (198 mg, 1.1 mmol.). The mixture was then heated for 6 hours under refluxing. The reaction liquid was placed under reduced pressure to distill the solvent off. The resulting residue was treated with 1N hydrochloric acid and ...